Dataset: the Open Reaction Database (ORD), a public repository of structured organic reaction records. Task: describe an organic reaction: reactants, conditions, products, and yield Starting materials: C(C)OC1=CC=C(C=C1)C(C#N)NC1=CC=C(C=C1)S(N)(=O)=O (α-(4-ethoxyphenyl)-α-(4-sulfamoylanilino)acetonitrile), O=CC(C)=C (methacrolein). Product: C(C)OC1=CC=C(C=C1)C=1N(C=C(C1)C)C1=CC=C(C=C1)S(N)(=O)=O (2-(4-Ethoxyphenyl)-4-methyl-1-(4-sulfamoylphenyl)pyrrole), powder. Yield: 3.0%. As a reaction SMILES: [CH2:1]([O:3][C:4]1[CH:9]=[CH:8][C:7]([CH:10]([NH:13][C:14]2[CH:19]=[CH:18][C:17]([S:20](=[O:23])(=[O:22])[NH2:21])=[CH:16][CH:15]=2)[C:11]#N)=[CH:6][CH:5]=1)[CH3:2].O=[CH:25][C:26](=C)[CH3:27]>>[CH2:1]([O:3][C:4]1[CH:9]=[CH:8][C:7]([C:10]2[N:13]([C:14]3[CH:19]=[CH:18][C:17]([S:20](=[O:23])(=[O:22])[NH2:21])=[CH:16][CH:15]=3)[CH:25]=[C:26]([CH3:27])[CH:11]=2)=[CH:6][CH:5]=1)[CH3:2]. Procedure details: Following a procedure similar to that described in Example 1(iii), but using α-(4-ethoxyphenyl)-α-(4-sulfamoylanilino)acetonitrile [prepared as described in step (ii) above] and methacrolein as starting materials, the title compound was obtained as a brown powder (yield 3%), melting at 135-139° C. The reactants are CCN(C(C)C)C(C)C (Hünig's base), FC=1C(=CC(=C(C1)O)NC1CCN(CC1)C1(CCOCC1)C)C (5-Fluoro-4-methyl-2-{[1-(4-methyltetrahydro-2H-pyran-4-yl)-4-piperidinyl]amino}phenol), ClC(Cl)(OC(OC(Cl)(Cl)Cl)=O)Cl (triphosgene). Run in ClCCl (dichloromethane). Run at temperature 0 celsius, time 1 hour. The product is Cl.FC1=CC2=C(N(C(O2)=O)C2CCN(CC2)C2(CCOCC2)C)C=C1C (6-Fluoro-5-methyl-3-[1-(4-methyltetrahydro-2H-pyran-4-yl)-4-piperidinyl]-1,3-benzoxazol-2(3H)-one hydrochloride). Reaction SMILES: CCN(C(C)C)C(C)C.[F:10][C:11]1[C:12]([CH3:32])=[CH:13][C:14]([NH:18][CH:19]2[CH2:24][CH2:23][N:22]([C:25]3([CH3:31])[CH2:30][CH2:29][O:28][CH2:27][CH2:26]3)[CH2:21][CH2:20]2)=[C:15]([OH:17])[CH:16]=1.[Cl:33][C:34](Cl)([O:36]C(=O)OC(Cl)(Cl)Cl)Cl>ClCCl>[ClH:33].[F:10][C:11]1[C:12]([CH3:32])=[CH:13][C:14]2[N:18]([CH:19]3[CH2:20][CH2:21][N:22]([C:25]4([CH3:31])[CH2:30][CH2:29][O:28][CH2:27][CH2:26]4)[CH2:23][CH2:24]3)[C:34](=[O:36])[O:17][C:15]=2[CH:16]=1 |f:4.5|. Reported procedure: Hünig's base (0.07 mL, 0.401 mmol) was added to a solution of 5-fluoro-4-methyl-2-{[1-(4-methyltetrahydro-2H-pyran-4-yl)-4-piperidinyl]amino}phenol (D5, 47 mg, 0.146 mmol) in dichloromethane (5 mL) at rt under argon. The reaction was cooled to 0° C., the triphosgene (22.8 mg, 0.077 mmol) was added and the mixture was stirred for 1 h at 0° C. The reaction was quenched with saturated aqueous NaHCO3 (5 mL) and partitioned between dichloromethane and water. The aqueous layer was extracted with dichl... Reactants: NC1=C(C(=O)NCCCC)C=C(C=C1)F (2-Amino-N-butyl-5-fluorobenzamide), C(CCC)N (butylamine), FC=1C=CC2=C(C(OC(N2)=O)=O)C1 (6-fluoro-2H-3,1-benzoxazine-2,4(1H)-dione). Yields the product C(CCC)NC(C1=C(C=CC(=C1)F)NCC=1NCCN1)=O (N-butyl-2-[(4,5-dihydro-1H-imidazol-2-ylmethyl)amino]-5-fluorobenzamide). RXN SMILES: [NH2:1][C:2]1[CH:14]=[CH:13][C:12]([F:15])=[CH:11][C:3]=1[C:4]([NH:6][CH2:7][CH2:8][CH2:9][CH3:10])=[O:5].[CH2:16]([NH2:20])[CH2:17]CC.FC1C=[CH:24][C:25]2[NH:30]C(=O)OC(=O)C=2C=1>>[CH2:7]([NH:6][C:4](=[O:5])[C:3]1[CH:11]=[C:12]([F:15])[CH:13]=[CH:14][C:2]=1[NH:1][CH2:24][C:25]1[NH:30][CH2:17][CH2:16][N:20]=1)[CH2:8][CH2:9][CH3:10]. Reported procedure: 2-Amino-N-butyl-5-fluorobenzamide (prepared from butylamine and 6-fluoro-2H-3,1-benzoxazine-2,4(1H)-dione using the methods described in Example 17) and CMI were reacted using conditions described in the general procedure for CMI coupling to give N-butyl-2-[(4,5-dihydro-1H-imidazol-2-ylmethyl)amino]-5-fluorobenzamide, isolated as the hydrochloride salt. Starting materials: CCOC(=O)c1ccc(C(Sc2cc(C)c(-c3ccc(C(F)(F)F)cc3)c(C)c2)C(C)C)s1, C1CCOC1, Cl, [Li+], [OH-]. The product is Cc1cc(SC(c2ccc(C(=O)O)s2)C(C)C)cc(C)c1-c1ccc(C(F)(F)F)cc1. Reaction SMILES: [CH2:1]([CH3:2])[O:3][C:4](=[O:5])[c:6]1[s:7][c:8]([CH:11]([CH:12]([CH3:13])[CH3:14])[S:15][c:16]2[cH:17][c:18]([CH3:33])[c:19](-[c:23]3[cH:24][cH:25][c:26]([C:29]([F:30])([F:31])[F:32])[cH:27][cH:28]3)[c:20]([CH3:22])[cH:21]2)[cH:9][cH:10]1.[CH2:37]1[O:38][CH2:39][CH2:40][CH2:41]1.[ClH:36].[Li+:34].[OH-:35]>>[O:3]=[C:4]([OH:5])[c:6]1[s:7][c:8]([CH:11]([CH:12]([CH3:13])[CH3:14])[S:15][c:16]2[cH:17][c:18]([CH3:33])[c:19](-[c:23]3[cH:24][cH:25][c:26]([C:29]([F:30])([F:31])[F:32])[cH:27][cH:28]3)[c:20]([CH3:22])[cH:21]2)[cH:9][cH:10]1. Reactants: O=C([O-])[O-], ClCc1ccccc1, Clc1ncnc2[nH]ccc12, [K+], [K+], CN(C)C=O. Yields the product Clc1ncnc2c1ccn2Cc1ccccc1. Reaction SMILES: [C:11](=[O:12])([O-:13])[O-:14].[CH2:17]([c:18]1[cH:19][cH:20][cH:21][cH:22][cH:23]1)[Cl:24].[Cl:1][c:2]1[c:3]2[c:4]([n:5][cH:6][n:7]1)[nH:8][cH:9][cH:10]2.[K+:15].[K+:16].[O:25]=[CH:26][N:27]([CH3:28])[CH3:29]>>[Cl:1][c:2]1[c:3]2[c:4]([n:5][cH:6][n:7]1)[n:8]([CH2:17][c:18]1[cH:19][cH:20][cH:21][cH:22][cH:23]1)[cH:9][cH:10]2. Starting materials: CSCS(=O)C (FAMSO), CO (methanol), [OH-].C[N+](CC1=CC=CC=C1)(C)C (trimethylbenzylammonium hydroxide), C(C1=CC=CC=C1)=O (benzaldehyde). Run in O1CCCC1 (tetrahydrofuran), C(Cl)Cl (methylene chloride). Product: CS(=O)C(=CC1=CC=CC=C1)SC (1-methylsulfinyl-1-methylthio-2-phenylethylene). Yield: 91.0%. As a reaction SMILES: [CH3:1][S:2][CH2:3][S:4]([CH3:6])=[O:5].CO.[OH-].C[N+](C)(C)[CH2:12][C:13]1[CH:18]=[CH:17][CH:16]=[CH:15][CH:14]=1.C(=O)C1C=CC=CC=1>C(Cl)Cl.O1CCCC1>[CH3:6][S:4]([C:3]([S:2][CH3:1])=[CH:12][C:13]1[CH:18]=[CH:17][CH:16]=[CH:15][CH:14]=1)=[O:5] |f:2.3|. Procedure details: FAMSO (2.572 g), 3 ml of a 40% methanol solution of trimethylbenzylammonium hydroxide, and 3 ml of benzaldehyde were added to 5 ml of tetrahydrofuran, and the mixture was refluxed for 4 hours. After adding 100 ml of methylene chloride, the reaction mixture was washed with dilute sulfuric acid. The product was dried over anhydrous sodium sulfate, and concentrated under reduced pressure. The residue was chromatographed on a silica gel using methylene chloride as an eluant to afford 3.994 g of 1-me... The reactants are C(=O)(OC(C)(C)C)N[C@H]([C@@H](C(=O)OC(C)C)O)CC1=CC=CC=C1 (isopropyl (2S, 3S)-3-(N-Boc)amino-4-phenyl-2-hydroxybutyrate), [OH-].[Na+] (sodium hydroxide). Solvent: CO (methanol). The product is C(=O)(OC(C)(C)C)N[C@H]([C@@H](C(=O)O)O)CC1=CC=CC=C1 ((2S, 3S)-3-(N-Boc)amino-4-phenyl-2-hydroxybutyric acid). The yield is 86.9%. As a reaction SMILES: [C:1]([NH:8][C@@H:9]([CH2:18][C:19]1[CH:24]=[CH:23][CH:22]=[CH:21][CH:20]=1)[C@H:10]([OH:17])[C:11]([O:13]C(C)C)=[O:12])([O:3][C:4]([CH3:7])([CH3:6])[CH3:5])=[O:2].[OH-].[Na+]>CO>[C:1]([NH:8][C@@H:9]([CH2:18][C:19]1[CH:24]=[CH:23][CH:22]=[CH:21][CH:20]=1)[C@H:10]([OH:17])[C:11]([OH:13])=[O:12])([O:3][C:4]([CH3:6])([CH3:7])[CH3:5])=[O:2] |f:1.2|. Procedure details: In 10 ml of methanol was dissolved 0.5 g of isopropyl (2S, 3S)-3-(N-Boc)amino-4-phenyl-2-hydroxybutyrate, followed by addition of 1.38 g of aqueous 3N sodium hydroxide solution, and the resulting mixture was washed at room temperature for 2 hours for the promotion of the hydrolysis reaction. After the termination of the reaction was confirmed, aqueous 1N hydrochloric acid solution was added to the resulting mixture to adjust the mixture to pH 3.0, followed by concentration under reduced pressure...